Dataset: the Open Reaction Database (ORD), a public repository of structured organic reaction records. Task: describe an organic reaction: reactants, conditions, products, and yield The reactants are C(CCC)N=C=NC=1C=NC=CC1 (N-n-Butyl-N'-3-pyridylcarbodiimide), C(C)(C)(C)N=C=NC=1C=NC=CC1 (N-tert-butyl-N'-3-pyridylcarbodiimide). The product is C(CCC)NC(=NC#N)NC=1C=NC=CC1 (N-n-Butyl-N"-cyano-N'-3-pyridylguanidine). RXN SMILES: [CH2:1]([N:5]=[C:6]=[N:7][C:8]1[CH:9]=[N:10][CH:11]=[CH:12][CH:13]=1)[CH2:2][CH2:3][CH3:4].C([N:18]=[C:19]=[N:20]C1C=NC=CC=1)(C)(C)C>>[CH2:1]([NH:5][C:6]([NH:7][C:8]1[CH:9]=[N:10][CH:11]=[CH:12][CH:13]=1)=[N:20][C:19]#[N:18])[CH2:2][CH2:3][CH3:4]. Procedure details: By following the procedure of Example 1, but substituting N-n-Butyl-N'-3-pyridylcarbodiimide for the N-tert-butyl-N'-3-pyridylcarbodiimide, the desired compound was obtained with a melting point of 96.0°-97.0° C. The reactants are BrC1=CC=C(C=C1)/C=C/C(=O)OCC ((E)-ethyl 3-(4-bromophenyl)acrylate), CC(C)C[AlH]CC(C)C (DIBAL-H). Run in C(Cl)Cl (DCM). Reaction conditions: temperature -78 celsius, time 2 hour. Yields the product BrC1=CC=C(C=C1)/C=C/CO ((E)-3-(4-bromophenyl)prop-2-en-1-ol). Reaction SMILES: [Br:1][C:2]1[CH:7]=[CH:6][C:5](/[CH:8]=[CH:9]/[C:10](OCC)=[O:11])=[CH:4][CH:3]=1.CC(C[AlH]CC(C)C)C>C(Cl)Cl>[Br:1][C:2]1[CH:3]=[CH:4][C:5](/[CH:8]=[CH:9]/[CH2:10][OH:11])=[CH:6][CH:7]=1. Reported procedure: To a solution of (E)-ethyl 3-(4-bromophenyl)acrylate (25 g, 96 mmol) in DCM (300 ml) under nitrogen and cooled to −78° C. was added dropwise DIBAL-H (240 ml, 1M in DCM, 240 mmol) in about 20 minutes. The mixture was stirred at −78° C. for 2 hours. Then, the dry ice bath was removed. The reaction was diluted with DCM (500 mL), quenched with HCl (1N), and partitioned. The combined organic phases were washed with H2O, dried and concentrated under reduced pressure to provide the title compound. 1H N... The reactants are C(C=C)S[C@@H]1[C@H](C(N1)=O)[C@@H](C)O[Si](C(C)(C)C)(C)C (4(R)-allylthio-3(S)-[1(R)-{dimethyl-(2-methylprop-2-yl)silyloxy}ethyl]azetidin-2-one), C(=O)([O-])[O-].[K+].[K+] (K2CO3), BrCC(=O)OC (methyl bromoacetate). Run in CN(C)C=O (DMF). Reaction conditions: time 18 hour. Product: C(C=C)S[C@@H]1[C@H](C(N1CC(=O)OC)=O)[C@@H](C)O[Si](C(C)(C)C)(C)C (Methyl 2-(4(R)-allylthio-3(S)-[1(R)-{dimethyl-(2-methylprop-2-yl)silyloxy}ethyl]azetidin-2-on-1-yl)acetate). RXN SMILES: [CH2:1]([S:4][C@H:5]1[NH:8][C:7](=[O:9])[C@@H:6]1[C@H:10]([O:12][Si:13]([CH3:19])([CH3:18])[C:14]([CH3:17])([CH3:16])[CH3:15])[CH3:11])[CH:2]=[CH2:3].C([O-])([O-])=O.[K+].[K+].Br[CH2:27][C:28]([O:30][CH3:31])=[O:29]>CN(C=O)C>[CH2:1]([S:4][C@H:5]1[N:8]([CH2:27][C:28]([O:30][CH3:31])=[O:29])[C:7](=[O:9])[C@@H:6]1[C@H:10]([O:12][Si:13]([CH3:19])([CH3:18])[C:14]([CH3:17])([CH3:16])[CH3:15])[CH3:11])[CH:2]=[CH2:3] |f:1.2.3|. Procedure details: To a stirred solution of 1.76 g of 4(R)-allylthio-3(S)-[1(R)-{dimethyl-(2-methylprop-2-yl)silyloxy}ethyl]azetidin-2-one in 60 ml dry DMF were added 3.52 g of finely ground K2CO3 and 0.6 ml of methyl bromoacetate. After 18 hours, the mixture was filtered and then partitioned between ethyl acetate and water. The separated organic layer was washed with water and dried over MgSO4. Evaporation in vacuo afforded a crude product which was chromatographed on silica gel. Elution with ethyl acetate-hexane... RXN SMILES: [CH2:1]([c:2]1[cH:3][cH:4][cH:5][cH:6][cH:7]1)[O:8][c:9]1[cH:10][n:11][c:12](-[c:15]2[cH:16][cH:17][c:18]([CH:19]=[O:20])[cH:21][cH:22]2)[n:13][cH:14]1.[CH3:32][CH2:33][O:34][C:35](=[O:36])[CH3:37].[H:29][H:30].[Na+:23].[Na+:24].[O-:25][C:26](=[O:27])[O-:28].[Pd:31]>>[OH:8][c:9]1[cH:10][n:11][c:12](-[c:15]2[cH:16][cH:17][c:18]([CH:19]=[O:20])[cH:21][cH:22]2)[n:13][cH:14]1. Reactants: O=Cc1ccc(-c2ncc(OCc3ccccc3)cn2)cc1, CCOC(C)=O, [H][H], [Na+], [Na+], O=C([O-])[O-], [Pd]. Yields the product O=Cc1ccc(-c2ncc(O)cn2)cc1. Reactants: CO, O=[N+]([O-])c1cccc(Cl)c1SCCCCl. The product is Nc1cccc(Cl)c1SCCCCl. As a reaction SMILES: [CH3:16][OH:17].[Cl:1][c:2]1[c:3]([S:11][CH2:12][CH2:13][CH2:14][Cl:15])[c:4]([N+:8]([O-:9])=[O:10])[cH:5][cH:6][cH:7]1>>[Cl:1][c:2]1[c:3]([S:11][CH2:12][CH2:13][CH2:14][Cl:15])[c:4]([NH2:8])[cH:5][cH:6][cH:7]1. Starting materials: C(C)NC(=O)N=C1SC(CN1C1=CC(=CC=C1)C(F)(F)F)=C (2- (N-ethylcarbamoylimino) -3-(3-tri-fluoromethylphenyl)-5-methylenethiazolidine), C[O-].[Na+] (sodium methoxide). The solvent is CO (methanol). Product: C(C)NC(=O)N=C1SC(=CN1C1=CC(=CC=C1)C(F)(F)F)C (2-(N-ethylcarbamoylimino)-3-(3-trifluoromethylphenyl)-5-methylthiazoline). Yield: 50.0%. Reaction SMILES: [CH2:1]([NH:3][C:4]([N:6]=[C:7]1[N:11]([C:12]2[CH:17]=[CH:16][CH:15]=[C:14]([C:18]([F:21])([F:20])[F:19])[CH:13]=2)[CH2:10][C:9](=[CH2:22])[S:8]1)=[O:5])[CH3:2].C[O-].[Na+]>CO>[CH2:1]([NH:3][C:4]([N:6]=[C:7]1[N:11]([C:12]2[CH:17]=[CH:16][CH:15]=[C:14]([C:18]([F:20])([F:21])[F:19])[CH:13]=2)[CH:10]=[C:9]([CH3:22])[S:8]1)=[O:5])[CH3:2] |f:1.2|. Reported procedure: A solution of 2- (N-ethylcarbamoylimino) -3-(3-tri-fluoromethylphenyl)-5-methylenethiazolidine (0.2 g) and sodium methoxide (28% methanolic solution; 0.2 g) in methanol (30 ml) was refluxed for 10 hours. After removal of the solvent, the residue was extracted with chloroform (100 ml), washed with water and dried over anhydrous magnesium. The solvent was removed under reduced pressure, and the residue was subjected to column chromatography to give 0.1 g of 2-(N-ethylcarbamoylimino)-3-(3-trifluoro... The reactants are ClC1=C(C=C(C=C1)[N+](=O)[O-])Cl (1,2-dichloro-4-nitrobenzene), [OH-].[Na+] (NaOH), ClC1=CC=C(C=C1)CC#N (4-chlorobenzeneacetonitrile), Cl (hydrochloric acid). Reagents/catalysts: [Cl-].C(C)[N+](CC1=CC=CC=C1)(CC)CC (N,N,N-triethylbenzenemethanaminium chloride). The solvent is O1CCCC1 (tetrahydrofuran), O1CCCC1 (tetrahydrofuran), O (water). Conditions: time 5 hour. Product: ClC1=C(C=CC(=C1)[N+](=O)[O-])C(C#N)C1=CC=C(C=C1)Cl (2-chloro-α-(4-chlorophenyl)-4-nitrobenzeneacetonitrile). Isolated yield 0.1%. As a reaction SMILES: Cl[C:2]1[CH:7]=[CH:6][C:5]([N+:8]([O-:10])=[O:9])=[CH:4][C:3]=1[Cl:11].[OH-].[Na+].[Cl:14][C:15]1[CH:20]=[CH:19][C:18]([CH2:21][C:22]#[N:23])=[CH:17][CH:16]=1.Cl>[Cl-].C([N+](CC)(CC)CC1C=CC=CC=1)C.O1CCCC1.O>[Cl:11][C:3]1[CH:4]=[C:5]([N+:8]([O-:10])=[O:9])[CH:6]=[CH:7][C:2]=1[CH:21]([C:18]1[CH:19]=[CH:20][C:15]([Cl:14])=[CH:16][CH:17]=1)[C:22]#[N:23] |f:1.2,5.6|. Procedure details: ) To a stirred and warm (40° C.) mixture of 1,2-dichloro-4-nitrobenzene (0,250 mol), 450 ml of NaOH solution 50%, 0,002 mol of N,N,N-triethylbenzenemethanaminium chloride and 225 ml of tetrahydrofuran is added dropwise a solution of 0,272 mol of 4-chlorobenzeneacetonitrile in 70 ml of tetrahydrofuran. Upon completion, stirring is continued for 5 hours at ±60° C. The reaction mixture is cooled and diluted with water. The whole is acidified with a hydrochloric acid solution and the product is extr...